Dataset: the Open Reaction Database (ORD), a public repository of structured organic reaction records. Task: describe an organic reaction: reactants, conditions, products, and yield The reactants are NC(=O)CCC(CCCCNS(=O)(=O)c1ccc(Cl)cc1)CCCc1cccnc1, O=C(OC(=O)C(F)(F)F)C(F)(F)F, C1COCCO1, c1ccncc1. Product: N#CCCC(CCCCNS(=O)(=O)c1ccc(Cl)cc1)CCCc1cccnc1. Reaction SMILES: [Cl:1][c:2]1[cH:3][cH:4][c:5]([S:8](=[O:9])(=[O:10])[NH:11][CH2:12][CH2:13][CH2:14][CH2:15][CH:16]([CH2:17][CH2:18][C:19](=[O:20])[NH2:21])[CH2:22][CH2:23][CH2:24][c:25]2[cH:26][n:27][cH:28][cH:29][cH:30]2)[cH:6][cH:7]1.[F:37][C:38]([F:39])([F:40])[C:41]([O:42][C:43](=[O:44])[C:45]([F:46])([F:47])[F:48])=[O:49].[O:50]1[CH2:51][CH2:52][O:53][CH2:54][CH2:55]1.[cH:31]1[cH:32][cH:33][n:34][cH:35][cH:36]1>>[Cl:1][c:2]1[cH:3][cH:4][c:5]([S:8](=[O:9])(=[O:10])[NH:11][CH2:12][CH2:13][CH2:14][CH2:15][CH:16]([CH2:17][CH2:18][C:19]#[N:21])[CH2:22][CH2:23][CH2:24][c:25]2[cH:26][n:27][cH:28][cH:29][cH:30]2)[cH:6][cH:7]1. As a reaction SMILES: [H-].[Na+].ClC1C=C(O)C=CC=1.Cl[C:12]1[C:21]2[C:16](=[CH:17][C:18]([O:24][CH3:25])=[C:19]([O:22][CH3:23])[CH:20]=2)[N:15]=[CH:14][N:13]=1.CCOC(C)=O>C1COCC1>[CH3:23][O:22][C:19]1[CH:20]=[C:21]2[C:16](=[CH:17][C:18]=1[O:24][CH3:25])[N:15]=[CH:14][N:13]=[CH:12]2 |f:0.1|. The product is COC=1C=C2C=NC=NC2=CC1OC (6,7-dimethoxyquinazoline). Solvent: C1CCOC1 (THF), C1CCOC1 (THF). The reactants are CCOC(=O)C (EtOAc), ClC=1C=C(C=CC1)O (m-Chlorophenol), ClC1=NC=NC2=CC(=C(C=C12)OC)OC (4-Chloro-6,7-dimethoxyquinazoline), [H-].[Na+] (NaH). Procedure details: THF (5 ml) and NaH (60% disp in oil, approx. 28 mg) is added to a dry flask maintained under inert atmosphere at room temperature. m-Chlorophenol (0.09 g) is added as a soin. In THF (1 mL) and stirring Is continued until the solution became clear. 4-Chloro-6,7-dimethoxyquinazoline is added all at once (as the solid) and stirring was maintained overnight at RT. The solution is partitioned between CH2CL2 and 5% NaOH. The organic layer is washed with brine, dried (Na2SO4) and concentrated. Flash co... The reactants are Example 7 ( b ), C(C1=CC=CC=C1)N (benzylamine), C(C1=CC=CC=C1)OC(=O)N[C@@H](CC1=CC=CC=C1)C(=O)N[C@@H](C)C(=O)NOP(O)(=O)C ([(N-benzyloxycarbonyl-L-phenylalanyl-L-alanyl)amino]-methylphosphonic acid). Product: N[C@@H](CC1=CC=CC=C1)C(=O)N[C@@H](C)C(=O)NOP(O)(=O)C ((L-phenylalanyl-L-alanylamino)-methylphosphonic acid). As a reaction SMILES: C(N)C1C=CC=CC=1.C(OC([NH:19][C@H:20]([C:28]([NH:30][C@H:31]([C:33]([NH:35][O:36][P:37]([CH3:40])(=[O:39])[OH:38])=[O:34])[CH3:32])=[O:29])[CH2:21][C:22]1[CH:27]=[CH:26][CH:25]=[CH:24][CH:23]=1)=O)C1C=CC=CC=1>>[NH2:19][C@H:20]([C:28]([NH:30][C@H:31]([C:33]([NH:35][O:36][P:37]([CH3:40])(=[O:38])[OH:39])=[O:34])[CH3:32])=[O:29])[CH2:21][C:22]1[CH:23]=[CH:24][CH:25]=[CH:26][CH:27]=1. Reported procedure: In a manner analogous to that given in Example 7 (b), from the benzylamine salt of [(N-benzyloxycarbonyl-L-phenylalanyl-L-alanyl)amino]-methylphosphonic acid there was obtained (L-phenylalanyl-L-alanylamino)-methylphosphonic acid of melting point 262°-264° C (decomposition); [α]D20 = - 9.6° (c = 0.5% in water).